This data is from the Open Reaction Database (ORD), a public repository of structured organic reaction records. The task is: describe an organic reaction: reactants, conditions, products, and yield Starting materials: C(=O)C1=[N+](C2=CC=CC=C2[N+](=C1C)[O-])[O-] (2-formyl-3-methylquinoxaline-1,4-dioxide), C(#N)CC(=O)NN (cyanoacetylhydrazine). Solvent: C(C)O (ethanol). Yields the product C(#N)CC(=O)NN=CC1=[N+](C2=CC=CC=C2[N+](=C1C)[O-])[O-] (2-Formyl-3-methylquinoxaline-1,4-dioxide cyanoacetylhydrazone). As a reaction SMILES: [CH:1]([C:3]1[C:12]([CH3:13])=[N+:11]([O-:14])[C:10]2[C:5](=[CH:6][CH:7]=[CH:8][CH:9]=2)[N+:4]=1[O-:15])=O.[C:16]([CH2:18][C:19]([NH:21][NH2:22])=[O:20])#[N:17]>C(O)C>[C:16]([CH2:18][C:19]([NH:21][N:22]=[CH:1][C:3]1[C:12]([CH3:13])=[N+:11]([O-:14])[C:10]2[C:5](=[CH:6][CH:7]=[CH:8][CH:9]=2)[N+:4]=1[O-:15])=[O:20])#[N:17]. Reported procedure: A suspension comprising 20.4 grams (0.1 mole) of 2-formyl-3-methylquinoxaline-1,4-dioxide (m.p. of 180°-182° C.) and 9.9 grams (0.1 mole) of cyanoacetylhydrazine in 200 ml of ethanol was stirred for 4 hours at room temperature. The separated product was sucked off and washed with ethanol, so yielding 22.2 grams (78% of theoretical) of crude material. Upon crystallization from dimethylformamide, yellow crystals melting at a temperature within the range of 255°-260° C. were obtained. The solvent is C(Cl)(Cl)Cl (chloroform). Reported procedure: To a 15 mL round bottomed flask was added 4-(3-(2-methylpyridin-4-yl)pyridin-2-yloxy)benzenamine (0.0978 g, 0.35 mmol) and sodium carbonate (0.0823 g, 0.78 mmol) in chloroform. Thiophosgene (0.030 mL, 0.39 mmol) was slowly added and allowed to stir overnight. The solution was filtered and concentrated to give 2-(4-isothiocyanatophenoxy)-3-(2-methylpyridin-4-yl)pyridine. To the flask was then added 1,2-phenylenediamine (0.0470 g, 0.410 mmol), and N,N′-dicyclohexylcarbodiimide (0.1032 g, 0.5200 mm... Conditions: time 8 hour. RXN SMILES: [CH3:1][C:2]1[CH:7]=[C:6]([C:8]2[C:9]([O:14][C:15]3[CH:20]=[CH:19][C:18]([NH2:21])=[CH:17][CH:16]=3)=[N:10][CH:11]=[CH:12][CH:13]=2)[CH:5]=[CH:4][N:3]=1.C(=O)([O-])[O-].[Na+].[Na+].[C:28](Cl)(Cl)=[S:29]>C(Cl)(Cl)Cl>[N:21]([C:18]1[CH:17]=[CH:16][C:15]([O:14][C:9]2[C:8]([C:6]3[CH:5]=[CH:4][N:3]=[C:2]([CH3:1])[CH:7]=3)=[CH:13][CH:12]=[CH:11][N:10]=2)=[CH:20][CH:19]=1)=[C:28]=[S:29] |f:1.2.3|. Yields the product N(=C=S)C1=CC=C(OC2=NC=CC=C2C2=CC(=NC=C2)C)C=C1 (2-(4-isothiocyanatophenoxy)-3-(2-methylpyridin-4-yl)pyridine). Reactants: CC1=NC=CC(=C1)C=1C(=NC=CC1)OC1=CC=C(C=C1)N (4-(3-(2-methylpyridin-4-yl)pyridin-2-yloxy)benzenamine), C([O-])([O-])=O.[Na+].[Na+] (sodium carbonate), C(=S)(Cl)Cl (Thiophosgene).